This data is from the Open Reaction Database (ORD), a public repository of structured organic reaction records. The task is: describe an organic reaction: reactants, conditions, products, and yield Starting materials: CCOCC, CCN(CC)CC#CC(C)(C)OC(=O)C(O)(c1ccccc1)C1CCCCC1, N#CBr, O. The product is CC(C)(C#CCBr)OC(=O)C(O)(c1ccccc1)C1CCCCC1. Reaction SMILES: [CH3:33][CH2:34][O:35][CH2:36][CH3:37].[CH:1]1([C:7]([C:8](=[O:9])[O:10][C:11]([C:12]#[C:13][CH2:14][N:15]([CH2:16][CH3:17])[CH2:18][CH3:19])([CH3:20])[CH3:21])([OH:22])[c:23]2[cH:24][cH:25][cH:26][cH:27][cH:28]2)[CH2:2][CH2:3][CH2:4][CH2:5][CH2:6]1.[N:29]#[C:30][Br:31].[OH2:32]>>[CH:1]1([C:7]([C:8](=[O:9])[O:10][C:11]([C:12]#[C:13][CH2:14][Br:31])([CH3:20])[CH3:21])([OH:22])[c:23]2[cH:24][cH:25][cH:26][cH:27][cH:28]2)[CH2:2][CH2:3][CH2:4][CH2:5][CH2:6]1. Starting materials: N#CCc1ccc(Br)s1, CC1(C)OB(c2ccccc2N)OC1(C)C, COCCOC, N#N, [Pd], c1ccc(P(c2ccccc2)c2ccccc2)cc1, c1ccc(P(c2ccccc2)c2ccccc2)cc1, c1ccc(P(c2ccccc2)c2ccccc2)cc1, c1ccc(P(c2ccccc2)c2ccccc2)cc1. The product is N#CCc1ccc(-c2ccccc2N)s1. As a reaction SMILES: [Br:3][c:4]1[cH:5][cH:6][c:7]([CH2:9][C:10]#[N:11])[s:8]1.[CH3:12][C:13]1([CH3:14])[C:15]([CH3:16])([CH3:17])[O:18][B:19]([c:20]2[c:21]([NH2:26])[cH:22][cH:23][cH:24][cH:25]2)[O:27]1.[CH3:28][O:29][CH2:30][CH2:31][O:32][CH3:33].[N:1]#[N:2].[Pd:34].[c:35]1([P:36]([c:37]2[cH:38][cH:39][cH:40][cH:41][cH:42]2)[c:43]2[cH:44][cH:45][cH:46][cH:47][cH:48]2)[cH:49][cH:50][cH:51][cH:52][cH:53]1.[c:54]1([P:55]([c:56]2[cH:57][cH:58][cH:59][cH:60][cH:61]2)[c:62]2[cH:63][cH:64][cH:65][cH:66][cH:67]2)[cH:68][cH:69][cH:70][cH:71][cH:72]1.[c:73]1([P:74]([c:75]2[cH:76][cH:77][cH:78][cH:79][cH:80]2)[c:81]2[cH:82][cH:83][cH:84][cH:85][cH:86]2)[cH:87][cH:88][cH:89][cH:90][cH:91]1.[c:92]1([P:93]([c:94]2[cH:95][cH:96][cH:97][cH:98][cH:99]2)[c:100]2[cH:101][cH:102][cH:103][cH:104][cH:105]2)[cH:106][cH:107][cH:108][cH:109][cH:110]1>>[c:4]1(-[c:20]2[c:21]([NH2:26])[cH:22][cH:23][cH:24][cH:25]2)[cH:5][cH:6][c:7]([CH2:9][C:10]#[N:11])[s:8]1. The reactants are [OH-].[Na+] (sodium hydroxide), CN (methylamine), ClC=1C=CC2=C(C(=NCC(N2CCCl)CCl)C=2OC=CC2)C1 (7-chloro-1-(β-chloroethyl)-2-chloromethyl-5-(2-furyl)-2,3-dihydro-1H-1,4-benzodiazepine). The solvent is O (water), CO (methanol). The product is ClC=1C=CC2=C(C(=NCC3N2CCN(C3)C)C=3OC=CC3)C1 (1,2,3,4,4a,5-hexahydro-9-chloro-3-methyl-7-(2-furyl)-pyrazino[1,2-a]-[1,4]benzodiazepine). RXN SMILES: [Cl:1][C:2]1[CH:3]=[CH:4][C:5]2[N:11]([CH2:12][CH2:13]Cl)[CH:10]([CH2:15]Cl)[CH2:9][N:8]=[C:7]([C:17]3[O:18][CH:19]=[CH:20][CH:21]=3)[C:6]=2[CH:22]=1.[OH-].[Na+].[CH3:25][NH2:26]>CO.O>[Cl:1][C:2]1[CH:3]=[CH:4][C:5]2[N:11]3[CH2:12][CH2:13][N:26]([CH3:25])[CH2:15][CH:10]3[CH2:9][N:8]=[C:7]([C:17]3[O:18][CH:19]=[CH:20][CH:21]=3)[C:6]=2[CH:22]=1 |f:1.2|. Procedure: 3.4 g of 7-chloro-1-(β-chloroethyl)-2-chloromethyl-5-(2-furyl)-2,3-dihydro-1H-1,4-benzodiazepine in 100 ml of methanol are left to react with 0.8 g of sodium hydroxide in 1 ml of water and 2.5 g of methylamine at 95° C. in an autoclave for 5 hours. The reaction mixture is then worked up in the customary manner and the reaction product is purified by chromatography on aluminium oxide of activity level II, using methylene chloride/chloroform, and the fractions containing the product of medium pola... Reaction SMILES: [CH3:16][C:17]#[N:18].[CH3:2][O:3][C:4]([CH:5]([NH2:6])[CH:7]([CH3:8])[CH3:9])=[O:10].[ClH:1].[S:11](=[O:12])(=[O:13])([Cl:14])[Cl:15]>>[CH3:2][O:3][C:4]([CH:5]([NH:6][S:11](=[O:12])(=[O:13])[Cl:14])[CH:7]([CH3:8])[CH3:9])=[O:10]. Starting materials: CC#N, COC(=O)C(N)C(C)C, Cl, O=S(=O)(Cl)Cl. Yields the product COC(=O)C(NS(=O)(=O)Cl)C(C)C. Reactants: COC(=O)CC(CCc1ccc(N)cc1)c1cccc(C#N)c1, [Na+], C1COCCO1, [OH-], O=S(=O)(Cl)c1ccccc1. As a reaction SMILES: [C:1](#[N:2])[c:3]1[cH:4][c:5]([CH:9]([CH2:10][C:11](=[O:12])[O:13][CH3:14])[CH2:15][CH2:16][c:17]2[cH:18][cH:19][c:20]([NH2:23])[cH:21][cH:22]2)[cH:6][cH:7][cH:8]1.[Na+:25].[O:36]1[CH2:37][CH2:38][O:39][CH2:40][CH2:41]1.[OH-:24].[c:26]1([S:32](=[O:33])(=[O:34])[Cl:35])[cH:27][cH:28][cH:29][cH:30][cH:31]1>>[C:1](#[N:2])[c:3]1[cH:4][c:5]([CH:9]([CH2:10][C:11](=[O:12])[O:13][CH3:14])[CH2:15][CH2:16][c:17]2[cH:18][cH:19][c:20]([NH:23][S:32]([c:26]3[cH:27][cH:28][cH:29][cH:30][cH:31]3)(=[O:33])=[O:34])[cH:21][cH:22]2)[cH:6][cH:7][cH:8]1. Product: COC(=O)CC(CCc1ccc(NS(=O)(=O)c2ccccc2)cc1)c1cccc(C#N)c1.